From a dataset of the Open Reaction Database (ORD), a public repository of structured organic reaction records. describe an organic reaction: reactants, conditions, products, and yield Starting materials: C(C)OC(=O)N1N=C(C2=C1SC(=C2)C(=O)O)NC(C2=C(C=CC=C2)[N+](=O)[O-])=O (3-(2-Nitro-benzoylamino)-thieno[2,3-c]pyrazole-1,5-dicarboxylic acid 1-ethyl ester), O=S(Cl)Cl (SOCl2), C(C)(C)(C1=CC=CC=C1)N (cumylamine), CCN(C(C)C)C(C)C (DIEA). Run in C1(=CC=CC=C1)C (toluene), ClCCl (dichloromethane). Run at temperature 80 celsius, time 8 hour. The product is C(C)OC(=O)N1N=C(C2=C1SC(=C2)C(NC(C)(C2=CC=CC=C2)C)=O)NC(C2=C(C=CC=C2)[N+](=O)[O-])=O (5-(1-Methyl-1-phenyl-ethylcarbamoyl)-3-(2-nitro-benzoylamino)-thieno[2,3-c]pyrazole-1-carboxylic Acid ethyl Ester). Reaction SMILES: [CH2:1]([O:3][C:4]([N:6]1[C:10]2[S:11][C:12]([C:14](O)=[O:15])=[CH:13][C:9]=2[C:8]([NH:17][C:18](=[O:28])[C:19]2[CH:24]=[CH:23][CH:22]=[CH:21][C:20]=2[N+:25]([O-:27])=[O:26])=[N:7]1)=[O:5])[CH3:2].O=S(Cl)Cl.[C:33]([NH2:42])([C:36]1[CH:41]=[CH:40][CH:39]=[CH:38][CH:37]=1)([CH3:35])[CH3:34].CCN(C(C)C)C(C)C>C1(C)C=CC=CC=1.ClCCl>[CH2:1]([O:3][C:4]([N:6]1[C:10]2[S:11][C:12]([C:14](=[O:15])[NH:42][C:33]([CH3:35])([C:36]3[CH:41]=[CH:40][CH:39]=[CH:38][CH:37]=3)[CH3:34])=[CH:13][C:9]=2[C:8]([NH:17][C:18](=[O:28])[C:19]2[CH:24]=[CH:23][CH:22]=[CH:21][C:20]=2[N+:25]([O-:27])=[O:26])=[N:7]1)=[O:5])[CH3:2]. Procedure details: To a solution of 1.995 g (4.93 mmol) of 3-(2-Nitro-benzoylamino)-thieno[2,3-c]pyrazole-1,5-dicarboxylic acid 1-ethyl ester in toluene (35 mL) a total volume of 7.5 ml of SOCl2 was added in a step-wise manner. The suspension so obtained was heated at 80° C. for 7 hours and then evaporated to dryness. The solid was taken up with toluene and dried up twice. Next the solid was dissolved in dichloromethane (30 mL) and added drop-wise to a solution of 1.334 g (9.86 mmol) of cumylamine and DIEA (3.37 m... As a reaction SMILES: C([N:8]1[CH2:13][CH2:12][N:11]([C:14]2[CH:19]=[CH:18][CH:17]=[CH:16][C:15]=2[OH:20])[CH2:10][CH2:9]1)(OC(C)(C)C)=O.Cl.[CH3:22][N:23]([CH3:27])[CH2:24][CH2:25]Cl.C([O-])([O-])=O.[K+].[K+].C1OCCOCCOCCOCCOCCOC1>CN(C=O)C.O>[CH3:22][N:23]([CH3:27])[CH2:24][CH2:25][O:20][C:15]1[CH:16]=[CH:17][CH:18]=[CH:19][C:14]=1[N:11]1[CH2:10][CH2:9][NH:8][CH2:13][CH2:12]1 |f:1.2,3.4.5|. Reactants: C(=O)(OC(C)(C)C)N1CCN(CC1)C1=C(C=CC=C1)O (1-Boc-4(2-hydroxyphenyl)-piperazine), Cl.CN(CCCl)C (2-dimethylaminoethyl chloride hydrochloride), C(=O)([O-])[O-].[K+].[K+] (K2CO3), C1COCCOCCOCCOCCOCCO1 (18-crown-6). Procedure: To a solution of 1-Boc-4(2-hydroxyphenyl)-piperazine (300 mg, 1.08 mmol), 2-dimethylaminoethyl chloride hydrochloride (233 mg, 1.62 mmol), K2CO3 (450 mg, 3.26 mmol), and KI (357 mg, 2.15 mmol) in DMF (10 mL) was added 18-crown-6 (1.42 g, 5.37 mmol). After stirring overnight, water was added and the solution extracted with CH2Cl2 (3×). The combined organic extracts were concentrated to an oil. The oil was loaded onto a 10 g SCX ion exchange column equilibrated with MeOH. The column was flushed wi... Solvent: CN(C)C=O (DMF), O (water). Run at time 8 hour. Yields the product CN(CCOC1=C(C=CC=C1)N1CCNCC1)C (Dimethyl-[2-(2-piperazin-1-yl-phenoxy)-ethyl]-amine). The reactants are O=C(Cc1ccc(C(=O)O)cc1)NC(c1ccc(OCc2ccccc2)cc1)c1ccccc1N1CCCCC1, CCO. The product is O=C(Cc1ccc(C(=O)O)cc1)NC(c1ccc(O)cc1)c1ccccc1N1CCCCC1. RXN SMILES: [CH2:1]([c:2]1[cH:3][cH:4][cH:5][cH:6][cH:7]1)[O:8][c:9]1[cH:10][cH:11][c:12]([CH:15]([c:16]2[c:17]([N:22]3[CH2:23][CH2:24][CH2:25][CH2:26][CH2:27]3)[cH:18][cH:19][cH:20][cH:21]2)[NH:28][C:29](=[O:30])[CH2:31][c:32]2[cH:33][cH:34][c:35]([C:36](=[O:37])[OH:38])[cH:39][cH:40]2)[cH:13][cH:14]1.[CH3:41][CH2:42][OH:43]>>[OH:8][c:9]1[cH:10][cH:11][c:12]([CH:15]([c:16]2[c:17]([N:22]3[CH2:23][CH2:24][CH2:25][CH2:26][CH2:27]3)[cH:18][cH:19][cH:20][cH:21]2)[NH:28][C:29](=[O:30])[CH2:31][c:32]2[cH:33][cH:34][c:35]([C:36](=[O:37])[OH:38])[cH:39][cH:40]2)[cH:13][cH:14]1. The reactants are NC1=NC(=C(C(=N1)C=1OC=CC1)C#N)S(=O)C (2-amino-4-furan-2-yl-6-methanesulfinyl-pyrimidine-5-carbonitrile), Cl.Cl.CC1=CC(=NC=C1)CN (C-(4-methyl-pyridin-2-yl)-methylamine dihydrochloride), C1CCC2=NCCCN2CC1 (DBU). Solvent: COCCOC (DME). Product: NC1=NC(=C(C(=N1)C=1OC=CC1)C#N)NCC1=NC=CC(=C1)C (2-Amino-4-furan-2-yl-6-[(4-methyl-pyridin-2-ylmethyl)-amino]-pyrimidine-5-carbonitrile). As a reaction SMILES: [NH2:1][C:2]1[N:7]=[C:6]([C:8]2[O:9][CH:10]=[CH:11][CH:12]=2)[C:5]([C:13]#[N:14])=[C:4](S(C)=O)[N:3]=1.Cl.Cl.[CH3:20][C:21]1[CH:26]=[CH:25][N:24]=[C:23]([CH2:27][NH2:28])[CH:22]=1.C1CCN2C(=NCCC2)CC1>COCCOC>[NH2:1][C:2]1[N:7]=[C:6]([C:8]2[O:9][CH:10]=[CH:11][CH:12]=2)[C:5]([C:13]#[N:14])=[C:4]([NH:28][CH2:27][C:23]2[CH:22]=[C:21]([CH3:20])[CH:26]=[CH:25][N:24]=2)[N:3]=1 |f:1.2.3|. Reported procedure: From 2-amino-4-furan-2-yl-6-methanesulfinyl-pyrimidine-5-carbonitrile, C-(4-methyl-pyridin-2-yl)-methylamine dihydrochloride and DBU in DME. ES-MS m/e (%): 307 (M+H+, 100). Starting materials: C(C)(C)(C)OC(=O)NC[C@H]1CC[C@H](CC1)C(=O)OCCCC (butyl cis-4-{[(tert-butoxycarbonyl)amino]methyl}cyclohexanecarboxylate), [OH-].[Na+] (sodium hydroxide). Yields the product C(C)(C)(C)OC(=O)NC[C@H]1CC[C@H](CC1)C(=O)O (cis-4-{[(tert-butoxycarbonyl)amino]methyl}cyclohexanecarboxylic acid). Run at time 18 hour. Isolated yield 91.9%. Reported procedure: To a solution of crude butyl cis-4-{[(tert-butoxycarbonyl)amino]methyl}cyclohexanecarboxylate (28.4 g, approximately 79.3 mmol) in methanol (200 ml) was added dropwise over five minutes 2N sodium hydroxide solution (400 mmol). The mixture was stirred 18 hours at ambient temperature under nitrogen. The mixture was concentrated under reduced pressure to remove methanol. To the aqueous residue was added methyl orange (1 mg) and 3N hydrochloric acid was added to adjust the mixture to pH 4. The mixtu... As a reaction SMILES: [C:1]([O:5][C:6]([NH:8][CH2:9][C@@H:10]1[CH2:15][CH2:14][C@H:13]([C:16]([O:18]CCCC)=[O:17])[CH2:12][CH2:11]1)=[O:7])([CH3:4])([CH3:3])[CH3:2].[OH-].[Na+]>CO>[C:1]([O:5][C:6]([NH:8][CH2:9][C@@H:10]1[CH2:11][CH2:12][C@H:13]([C:16]([OH:18])=[O:17])[CH2:14][CH2:15]1)=[O:7])([CH3:4])([CH3:2])[CH3:3] |f:1.2|. Solvent: CO (methanol).